Dataset: the Open Reaction Database (ORD), a public repository of structured organic reaction records. Task: describe an organic reaction: reactants, conditions, products, and yield Reactants: C1(=CC=CC=C1)C (toluene), CC1(OC(C(CC1=O)=O)(C)C)C (2,2,6,6-tetramethylpyran-3,5-dione), N,N-dimethylaminopyridine, C(Cl)(Cl)Cl (chloroform), C(C)(=O)[O-].C(C)(=O)[O-].C(C)(=O)[O-].BrC=1C=CC(=C(C1)[Pb+3])C (5-bromo-2-methylphenyllead triacetate). Procedure details: To a mixture of 2,2,6,6-tetramethylpyran-3,5-dione (6.00 g, 35.29 mmol) and N,N-dimethylaminopyridine (21.62 g, 177.21 mmol) is added anhydrous chloroform (200 ml), followed by stirring at room temperature until dissolution. To this solution is added anhydrous toluene (55 ml), followed by 5-bromo-2-methylphenyllead triacetate (21.60 g, 38.99 mmol) in one portion and the reaction mixture is heated at 80° C. for 2 hours. The mixture is allowed to cool to room temperature, then diluted with dichlor... Product: BrC=1C=CC(=C(C1)C1C(C(OC(C1=O)(C)C)(C)C)=O)C (4-(5-bromo-2-methyl-phenyl)-2,2,6,6-tetramethylpyran-3,5-dione). As a reaction SMILES: [CH3:1][C:2]1([CH3:12])[C:7](=[O:8])[CH2:6][C:5](=[O:9])[C:4]([CH3:11])([CH3:10])[O:3]1.C(Cl)(Cl)Cl.C1(C)C=CC=CC=1.C([O-])(=O)C.C([O-])(=O)C.C([O-])(=O)C.[Br:36][C:37]1[CH:38]=[CH:39][C:40]([CH3:44])=[C:41]([Pb+3])[CH:42]=1>ClCCl.Cl>[Br:36][C:37]1[CH:42]=[CH:41][C:40]([CH3:44])=[C:39]([CH:6]2[C:7](=[O:8])[C:2]([CH3:12])([CH3:1])[O:3][C:4]([CH3:11])([CH3:10])[C:5]2=[O:9])[CH:38]=1 |f:3.4.5.6|. Isolated yield 54.3%. Run in ClCCl (dichloromethane), Cl (hydrochloric acid). Reaction conditions: time 5 minute. Yields the product COc1ccc(C2Sc3ccc(OC)cc3N(CCN(C)C)C(=O)C2OC(C)=O)cc1, Cl. RXN SMILES: [CH3:2][O:3][c:4]1[cH:5][cH:6][c:7]([CH:10]2[S:11][c:12]3[c:13]([cH:24][c:25]([O:28][CH3:29])[cH:26][cH:27]3)[N:14]([CH2:19][CH2:20][N:21]([CH3:22])[CH3:23])[C:15](=[O:18])[CH:16]2[OH:17])[cH:8][cH:9]1.[CH3:30][C:31](=[O:32])[O:33][C:34](=[O:35])[CH3:36].[CH3:37][C:38](=[O:39])[OH:40].[ClH:1]>>[CH3:2][O:3][c:4]1[cH:5][cH:6][c:7]([CH:10]2[S:11][c:12]3[c:13]([cH:24][c:25]([O:28][CH3:29])[cH:26][cH:27]3)[N:14]([CH2:19][CH2:20][N:21]([CH3:22])[CH3:23])[C:15](=[O:18])[CH:16]2[O:17][C:31]([CH3:30])=[O:32])[cH:8][cH:9]1.[ClH:1]. Reactants: COc1ccc(C2Sc3ccc(OC)cc3N(CCN(C)C)C(=O)C2O)cc1, CC(=O)OC(C)=O, CC(=O)O, Cl. Reactants: C(CCCCCCCCCCC)S (Dodecanethiol), [Na] (sodium), C(Br)C1CO1 (epibromohydrin). Solvent: CCOCC (ether), C(C)O (ethanol). Reaction conditions: time 1 hour. Product: C(CCCCCCCCCCC)SCC(CSCCCCCCCCCCCC)O (1,3-Bis-(dodecylmercapto)-2-propanol). As a reaction SMILES: [CH2:1]([SH:13])[CH2:2][CH2:3][CH2:4][CH2:5][CH2:6][CH2:7][CH2:8][CH2:9][CH2:10][CH2:11][CH3:12].[Na].[CH2:15]([CH:17]1[O:19][CH2:18]1)Br>C(O)C.CCOCC>[CH2:1]([S:13][CH2:15][CH:17]([OH:19])[CH2:18][S:13][CH2:1][CH2:2][CH2:3][CH2:4][CH2:5][CH2:6][CH2:7][CH2:8][CH2:9][CH2:10][CH2:11][CH3:12])[CH2:2][CH2:3][CH2:4][CH2:5][CH2:6][CH2:7][CH2:8][CH2:9][CH2:10][CH2:11][CH3:12] |^1:13|. Procedure details: 26.6 ml Dodecanethiol was added to an ethylate solution of 2.6 g sodium in 100 ml ethanol and the solution was stirred for 1 hour at room temperature. Then 8.5 ml epibromohydrin was added dropwise within 30 min and stirred overnight. The residue was taken up in ether after removing the solvent, washed twice with water and dried. The desired compound crystallized on evaporation of the solution. Yield 28.5 g (62%).